Dataset: the Open Reaction Database (ORD), a public repository of structured organic reaction records. Task: describe an organic reaction: reactants, conditions, products, and yield Starting materials: C(C1=CC=CC=C1)OC(=O)NCCSCC[C@H](N)C(=O)N1CC2=CC=CC=C2C[C@H]1C(=O)OCC (ethyl N-[S-(2-benzyloxycarbonylaminoethyl)-L-homocysteinyl]1,2,3,4-tetrahydroisoquinoline-3-(S)-carboxylate), O=C(C(=O)O)CCC1=CC=CC=C1 (2-oxo-4-phenylbutyric acid). The solvent is CO (methanol). Product: C(C1=CC=CC=C1)OC(=O)NCCSCC[C@H](NC(CCC1=CC=CC=C1)C(=O)O)C(=O)N1CC2=CC=CC=C2C[C@H]1C(=O)OCC (ethyl N-[S-(2-benzyloxycarbonylaminoethyl)-N-(1-carboxy-3-phenylpropyl)-L-homocysteinyl]-1,2,3,4-tetrahydroisoquinoline-3-(S)-carboxylate). Isolated yield 25.0%. As a reaction SMILES: [CH2:1]([O:8][C:9]([NH:11][CH2:12][CH2:13][S:14][CH2:15][CH2:16][C@@H:17]([C:19]([N:21]1[C@H:30]([C:31]([O:33][CH2:34][CH3:35])=[O:32])[CH2:29][C:28]2[C:23](=[CH:24][CH:25]=[CH:26][CH:27]=2)[CH2:22]1)=[O:20])[NH2:18])=[O:10])[C:2]1[CH:7]=[CH:6][CH:5]=[CH:4][CH:3]=1.O=[C:37]([CH2:41][CH2:42][C:43]1[CH:48]=[CH:47][CH:46]=[CH:45][CH:44]=1)[C:38]([OH:40])=[O:39]>CO>[CH2:1]([O:8][C:9]([NH:11][CH2:12][CH2:13][S:14][CH2:15][CH2:16][C@@H:17]([C:19]([N:21]1[C@H:30]([C:31]([O:33][CH2:34][CH3:35])=[O:32])[CH2:29][C:28]2[C:23](=[CH:24][CH:25]=[CH:26][CH:27]=2)[CH2:22]1)=[O:20])[NH:18][CH:37]([C:38]([OH:40])=[O:39])[CH2:41][CH2:42][C:43]1[CH:44]=[CH:45][CH:46]=[CH:47][CH:48]=1)=[O:10])[C:2]1[CH:7]=[CH:6][CH:5]=[CH:4][CH:3]=1. Procedure details: S-(2-Benzyloxycarbonylaminoethyl)-N-tert-butoxy-carbonyl-L-homocysteine (2.14 g., 0.00518 mole) and ethyl 1,2,3,4-tetrahydroisoquinoline-3-(S)-carboxylate (1.12 g., 0.00545 mole) were coupled via the procedure described in Example 5 to give 2.24 g. (72%) of ethyl N-[S-(2-benzyloxycarbonylaminoethyl)-N-tert-butoxycarbonyl-L-homocysteinyl]-1,2,3,4-tetrahydroisoquinoline-3-(S)-carboxylate (1); an oil. Compound 1 (1.10 g., 0.00183 mole) was stirred for 50 minutes at room temperature with 25 ml of tr...